This data is from the Open Reaction Database (ORD), a public repository of structured organic reaction records. The task is: describe an organic reaction: reactants, conditions, products, and yield The product is CCNc1nc(Oc2c(F)cccc2F)ncc1[N+](=O)[O-]. RXN SMILES: [CH:23]([N:24]([CH2:25][CH3:26])[CH:27]([CH3:28])[CH3:29])([CH3:30])[CH3:31].[Cl:10][c:11]1[n:12][cH:13][c:14]([N+:20](=[O:21])[O-:22])[c:15]([NH:17][CH2:18][CH3:19])[n:16]1.[F:1][c:2]1[c:3]([OH:9])[c:4]([F:8])[cH:5][cH:6][cH:7]1>>[F:1][c:2]1[c:3]([O:9][c:11]2[n:12][cH:13][c:14]([N+:20](=[O:21])[O-:22])[c:15]([NH:17][CH2:18][CH3:19])[n:16]2)[c:4]([F:8])[cH:5][cH:6][cH:7]1. Reactants: CCN(C(C)C)C(C)C, CCNc1nc(Cl)ncc1[N+](=O)[O-], Oc1c(F)cccc1F.